Dataset: the Open Reaction Database (ORD), a public repository of structured organic reaction records. Task: describe an organic reaction: reactants, conditions, products, and yield The reactants are C(=O)([O-])[O-].[K+].[K+] (K2CO3), NCC=1N(C=C(N1)C1=CC=CC=C1)S(=O)(=O)N(C)C (2-(Aminomethyl)-N,N-dimethyl-4-phenyl-1H-imidazole-1-sulfonamide), ClC1=NC2=CC=CC=C2N=C1 (2-chloroquinoxaline), CCN(C(C)C)C(C)C (Hunig's base). The solvent is C1CCOC1 (THF). Conditions: temperature 180 celsius. Product: CN(S(=O)(=O)N1C(=NC(=C1)C1=CC=CC=C1)CNC1=NC2=CC=CC=C2N=C1)C (N,N-dimethyl-4-phenyl-2-((quinoxalin-2-ylamino)methyl)-1H-imidazole-1-sulfonamide). RXN SMILES: [NH2:1][CH2:2][C:3]1[N:4]([S:14]([N:17]([CH3:19])[CH3:18])(=[O:16])=[O:15])[CH:5]=[C:6]([C:8]2[CH:13]=[CH:12][CH:11]=[CH:10][CH:9]=2)[N:7]=1.Cl[C:21]1[CH:30]=[N:29][C:28]2[C:23](=[CH:24][CH:25]=[CH:26][CH:27]=2)[N:22]=1.CCN(C(C)C)C(C)C.C([O-])([O-])=O.[K+].[K+]>C1COCC1>[CH3:18][N:17]([CH3:19])[S:14]([N:4]1[CH:5]=[C:6]([C:8]2[CH:13]=[CH:12][CH:11]=[CH:10][CH:9]=2)[N:7]=[C:3]1[CH2:2][NH:1][C:21]1[CH:30]=[N:29][C:28]2[C:23](=[CH:24][CH:25]=[CH:26][CH:27]=2)[N:22]=1)(=[O:15])=[O:16] |f:3.4.5|. Procedure details: 2-(Aminomethyl)-N,N-dimethyl-4-phenyl-1H-imidazole-1-sulfonamide (0.56 mmol), 2-chloroquinoxaline (138 mg, 0.84 mmol), and Hunig's base (195 μL, 1.12 mmol) were dissolved in anhydrous THF (4.5 mL) in a microwave vial. The vial was heated in the microwave (180° C., 40 min), then poured into saturated aqueous K2CO3 solution (50 mL). The layers were separated and the aqueous phase was extracted with EtOAc (3×30 mL). The combined organic phases were washed with saturated aqueous NaCl (1×50 mL), drie... The reactants are CON=C1CCC2=CC(=CC=C12)C=O (1-Methoxyiminoindan-5-carbaldehyde), COC1=CC=C(C=C1)C(C)=O (1-(4-methoxy-phenyl)ethanone). Yields the product CON=C1CCC2=CC(=CC=C12)\C=C\C(=O)C1=CC=C(C=C1)OC (5-[(E)3-(4Methoxyphenyl)-3-oxopropenyl]indan-1-one O-methyloxime). Isolated yield 91.0%. RXN SMILES: [CH3:1][O:2][N:3]=[C:4]1[C:12]2[C:7](=[CH:8][C:9]([CH:13]=O)=[CH:10][CH:11]=2)[CH2:6][CH2:5]1.[CH3:15][O:16][C:17]1[CH:22]=[CH:21][C:20]([C:23](=[O:25])[CH3:24])=[CH:19][CH:18]=1>>[CH3:1][O:2][N:3]=[C:4]1[C:12]2[C:7](=[CH:8][C:9](/[CH:13]=[CH:24]/[C:23]([C:20]3[CH:21]=[CH:22][C:17]([O:16][CH3:15])=[CH:18][CH:19]=3)=[O:25])=[CH:10][CH:11]=2)[CH2:6][CH2:5]1. Reported procedure: The title compound (7.75 g, 91%) was prepared from the product of Example 1 Step 2 and 1-(4-methoxy-phenyl)ethanone using the method of Example 2 Step 1; MS(ES+) m/e 322 [M+H]+. The reactants are O.[OH-].[Li+] (lithium hydroxide monohydrate), C(C)OP(=O)(C(OCC)OCC)CCCN(C)CC1=CC=C(C=C1)Cl (3-[N-(p-chlorobenzyl)-N-methylamino]propyl(diethoxymethyl)phosphinic acid ethyl ester). The solvent is O (water), C(C)O (ethanol). The product is ClC1=CC=C(CN(C)CCCP(O)(=O)C(OCC)OCC)C=C1 (3-[N-(p-chlorobenzyl)-N-methylamino]propyl(diethoxymethyl)phosphinic acid). As a reaction SMILES: O.[OH-].[Li+].C([O:6][P:7]([CH2:16][CH2:17][CH2:18][N:19]([CH2:21][C:22]1[CH:27]=[CH:26][C:25]([Cl:28])=[CH:24][CH:23]=1)[CH3:20])([CH:9]([O:13][CH2:14][CH3:15])[O:10][CH2:11][CH3:12])=[O:8])C>O.C(O)C>[Cl:28][C:25]1[CH:24]=[CH:23][C:22]([CH2:21][N:19]([CH2:18][CH2:17][CH2:16][P:7]([CH:9]([O:13][CH2:14][CH3:15])[O:10][CH2:11][CH3:12])(=[O:6])[OH:8])[CH3:20])=[CH:27][CH:26]=1 |f:0.1.2|. Procedure: 0.43 g of lithium hydroxide monohydrate in 6 ml of water is added to a solution of 2.0 g of 3-[N-(p-chlorobenzyl)-N-methylamino]propyl(diethoxymethyl)phosphinic acid ethyl ester in 5.5 ml of ethanol, and the mixture is heated at 60° for 25 hours. The reaction mixture is cooled to room temperature, the solvent is removed under reduced pressure, and the evaporation residue is taken up in water and neutralised with phosphoric acid. The suspension formed is concentrated to dryness by evaporation, an...